The task is: describe an organic reaction: reactants, conditions, products, and yield. This data is from the Open Reaction Database (ORD), a public repository of structured organic reaction records. Reactants: NC1=CC2=C(C(=C(O2)B(O)O)C(NC)=O)C=C1Br ((6-amino-5-bromo-3-(methylcarbamoyl)benzofuran-2-yl)boronic acid), C1CC(=O)N(C1=O)I (NIS). Run in CC#N (MeCN). Run at temperature 25 celsius, time 8 hour. Product: NC1=CC2=C(C(=C(O2)I)C(=O)NC)C=C1Br (6-amino-5-bromo-2-iodo-N-methylbenzofuran-3-carboxamide). Yield: 79.1%. Reaction SMILES: [NH2:1][C:2]1[C:17]([Br:18])=[CH:16][C:5]2[C:6]([C:12](=[O:15])[NH:13][CH3:14])=[C:7](B(O)O)[O:8][C:4]=2[CH:3]=1.C1C(=O)N([I:26])C(=O)C1>CC#N>[NH2:1][C:2]1[C:17]([Br:18])=[CH:16][C:5]2[C:6]([C:12]([NH:13][CH3:14])=[O:15])=[C:7]([I:26])[O:8][C:4]=2[CH:3]=1. Procedure: To a solution of (6-amino-5-bromo-3-(methylcarbamoyl)benzofuran-2-yl)boronic acid (2 g, 6.4 mmol) in MeCN (20 mL) was added NIS (1.44 g, 6.4 mmol) at 0° C., and then the mixture was stirred at 25° C. overnight. After being concentrated in vacuum, the residue was purified by column chromatography (DCM:EtOAc=10:1) to give to give pure 6-amino-5-bromo-2-iodo-N-methylbenzofuran-3-carboxamide (2 g, yield: 80%). 1H-NMR (CDCl3, 400 MHz) δ 7.84 (s, 1H), 6.80 (s, 1H), 6.45 (s, 1H), 2.92 (s, 3H). MS (M+H)... The reactants are C(\C=C/C(=O)O)(=O)O (maleic acid), ClCCSC1=CC=CC=C1 ([(2-chloroethyl)thio]benzene), C(C)N(CCN)CC (N,N-diethylethylenediamine), C([O-])([O-])=O.[Na+].[Na+] (sodium carbonate). The solvent is C(C)OCC (diethyl ether), CO (methanol), C(C)#N (acetonitrile), CO (methanol). The product is C(\C=C/C(=O)O)(=O)O.C(C)N(CCNCCSC1=CC=CC=C1)CC (N,N-Diethyl-N'-[2-(phenylthio)ethyl]-1,2-ethanediamine maleate). Yield: 43.2%. RXN SMILES: Cl[CH2:2][CH2:3][S:4][C:5]1[CH:10]=[CH:9][CH:8]=[CH:7][CH:6]=1.[CH2:11]([N:13]([CH2:17][CH3:18])[CH2:14][CH2:15][NH2:16])[CH3:12].C(=O)([O-])[O-].[Na+].[Na+].[C:25]([OH:32])(=[O:31])/[CH:26]=[CH:27]\[C:28]([OH:30])=[O:29]>C(#N)C.CO.C(OCC)C>[C:25]([OH:32])(=[O:31])/[CH:26]=[CH:27]\[C:28]([OH:30])=[O:29].[CH2:11]([N:13]([CH2:17][CH3:18])[CH2:14][CH2:15][NH:16][CH2:2][CH2:3][S:4][C:5]1[CH:10]=[CH:9][CH:8]=[CH:7][CH:6]=1)[CH3:12] |f:2.3.4,9.10|. Procedure: A mixture of 60.24 g (0.350 mole) of [(2-chloroethyl)thio]benzene, 84 g (0.72 mole) of N,N-diethylethylenediamine, and 80.0 g (0.75 mole) of sodium carbonate in 1.5 liters of acetonitrile was refluxed for 16 hr. The solvent was removed in vacuo, and the residue was partitioned between methylene chloride and dilute sodium hydroxide. The methylene chloride solution was dried over sodium sulfate, and the solvent was removed in vacuo to give an oil. This was dissolved in 800 ml of methanol. A soluti... Reactants: C1(=CC=CC=C1)C=1NC2=CC=CC=C2C1 (2-phenylindole), 4-cyclohexanonecarboxylic acid, C(C)(=O)OC(C)=O (acetic anhydride), P(O)(O)(O)=O (phosphoric acid). Run in C(C)(=O)O (acetic acid). Reaction conditions: time 3 day. Product: C1(=CC=CC=C1)C=1NC2=CC=CC=C2C1C1=CCC(CC1)C(=O)O (4-(2-phenyl-1H-indol-3-yl)-3-cyclohexene-1-carboxylic acid). Isolated yield 44.0%. As a reaction SMILES: [C:1]1([C:7]2[NH:8][C:9]3[C:14]([CH:15]=2)=[CH:13][CH:12]=[CH:11][CH:10]=3)[CH:6]=[CH:5][CH:4]=[CH:3][CH:2]=1.C([O:19][C:20](=[O:22])[CH3:21])(=O)C.P(=O)(O)(O)O>C(O)(=O)C>[C:1]1([C:7]2[NH:8][C:9]3[C:14]([C:15]=2[C:1]2[CH2:6][CH2:5][CH:21]([C:20]([OH:19])=[O:22])[CH2:3][CH:2]=2)=[CH:13][CH:12]=[CH:11][CH:10]=3)[CH:6]=[CH:5][CH:4]=[CH:3][CH:2]=1. Reported procedure: A mixture of 100 g (0.52 mol) of 2-phenylindole, 80.8 g (0.57 mol) of 4-cyclohexanonecarboxylic acid, 518 mL of acetic acid, 103.6 mL of acetic anhydride and 25.9 mL of 85% phosphoric acid was stirred at room temperature for 3 days and then chilled in an ice bath to 20° C. The precipitate that resulted was collected, washed with water, pressed dry, taken up in ether, and this solution was washed with water three times and with brine one time, dried over magnesium sulfate, charcoaled, evaporated ... The reactants are CC(C)CCON=O, CC#N, Cl, Cl[Cu]Cl, Nc1nc2cc(F)cc(F)c2s1. Product: Fc1cc(F)c2sc(Cl)nc2c1. As a reaction SMILES: [CH3:1][CH:2]([CH2:3][CH2:4][O:5][N:6]=[O:7])[CH3:8].[CH3:22][C:23]#[N:24].[ClH:21].[Cu:25]([Cl:26])[Cl:27].[F:9][c:10]1[cH:11][c:12]([F:20])[c:13]2[c:14]([n:15][c:16]([NH2:18])[s:17]2)[cH:19]1>>[F:9][c:10]1[cH:11][c:12]([F:20])[c:13]2[c:14]([n:15][c:16]([Cl:21])[s:17]2)[cH:19]1. The reactants are C(=C)S(=O)(=O)C1=CC=C(C=C1)C (p-tolyl vinyl sulfone), BrC1=CC=C(C=C1)SCl (p-bromobenzenesulfenyl chloride), C(Cl)(Cl)(Cl)Cl (carbon tetrachloride). Reaction conditions: time 72 hour. Product: BrC1=CC=C(C=C1)SC(CCl)S(=O)(=O)C1=CC=C(C=C1)C (2-CHLORO-1-(p-TOLYLSULFONYL)ETHYL p-BROMOPHENYL SULFIDE). RXN SMILES: [CH:1]([S:3]([C:6]1[CH:11]=[CH:10][C:9]([CH3:12])=[CH:8][CH:7]=1)(=[O:5])=[O:4])=[CH2:2].[Br:13][C:14]1[CH:19]=[CH:18][C:17]([S:20]Cl)=[CH:16][CH:15]=1.C(Cl)(Cl)(Cl)[Cl:23]>>[Br:13][C:14]1[CH:19]=[CH:18][C:17]([S:20][CH:1]([S:3]([C:6]2[CH:11]=[CH:10][C:9]([CH3:12])=[CH:8][CH:7]=2)(=[O:5])=[O:4])[CH2:2][Cl:23])=[CH:16][CH:15]=1. Reported procedure: A solution of 26.8 g (0.147 mole) of p-tolyl vinyl sulfone in 50 ml of carbon tetrachloride was treated with 32.8 g (0.146 mole) of p-bromobenzenesulfenyl chloride. There was an exotherm from 25° to 29° in one hour. The mixture was allowed to stand 72 hours. The solvent was removed at reduced pressure and the residue recrystallized from ethyl acetate-petroleum ether (1:1) to give colorless needles, m.p. 82.5°-84.0°.